Dataset: the Open Reaction Database (ORD), a public repository of structured organic reaction records. Task: describe an organic reaction: reactants, conditions, products, and yield Starting materials: CN(C)C=O, CC1(c2nc(CCl)co2)CCCCC1, [H-], [Na+], O, O=C1NC(=O)C(Cc2ccc(O)cc2)S1. The product is CC1(c2nc(COc3ccc(CC4SC(=O)NC4=O)cc3)co2)CCCCC1. As a reaction SMILES: [CH3:33][N:34]([CH3:35])[CH:36]=[O:37].[Cl:18][CH2:19][c:20]1[n:21][c:22]([C:25]2([CH3:31])[CH2:26][CH2:27][CH2:28][CH2:29][CH2:30]2)[o:23][cH:24]1.[H-:1].[Na+:2].[OH2:32].[OH:3][c:4]1[cH:5][cH:6][c:7]([CH2:8][CH:9]2[C:10](=[O:15])[NH:11][C:12](=[O:14])[S:13]2)[cH:16][cH:17]1>>[O:3]([c:4]1[cH:5][cH:6][c:7]([CH2:8][CH:9]2[C:10](=[O:15])[NH:11][C:12](=[O:14])[S:13]2)[cH:16][cH:17]1)[CH2:19][c:20]1[n:21][c:22]([C:25]2([CH3:31])[CH2:26][CH2:27][CH2:28][CH2:29][CH2:30]2)[o:23][cH:24]1. Reactants: C(C)(=O)N[C@H]1[C@H](CC[C@H](C1)NC(C)(C)C)N1C([C@H](CC1)NC(OCC1=CC=CC=C1)=O)=O (benzyl (S)-1-((1S,2R,4R)-2-acetamido-4-(tert-butylamino)cyclohexyl)-2-oxopyrrolidin-3-ylcarbamate). The reagents and catalysts are [Pd] (Pd/C). Run in CO (methanol). Run at time 5 hour. The product is N[C@@H]1C(N(CC1)[C@@H]1[C@@H](C[C@@H](CC1)NC(C)(C)C)NC(C)=O)=O (N-((1R,2S,5R)-2-((S)-3-amino-2-oxopyrrolidin-1-yl)-5-(tert-butylamino)cyclohexyl)acetamide). Yield: 98.6%. As a reaction SMILES: [C:1]([NH:4][C@@H:5]1[CH2:10][C@H:9]([NH:11][C:12]([CH3:15])([CH3:14])[CH3:13])[CH2:8][CH2:7][C@@H:6]1[N:16]1[CH2:20][CH2:19][C@H:18]([NH:21]C(=O)OCC2C=CC=CC=2)[C:17]1=[O:32])(=[O:3])[CH3:2]>CO.[Pd]>[NH2:21][C@H:18]1[CH2:19][CH2:20][N:16]([C@H:6]2[CH2:7][CH2:8][C@@H:9]([NH:11][C:12]([CH3:15])([CH3:13])[CH3:14])[CH2:10][C@H:5]2[NH:4][C:1](=[O:3])[CH3:2])[C:17]1=[O:32]. Procedure details: To a solution of benzyl (S)-1-((1S,2R,4R)-2-acetamido-4-(tert-butylamino)cyclohexyl)-2-oxopyrrolidin-3-ylcarbamate (43.3 g, 98 mmol) in methanol (400 ml), 10% wet Pd/C (4.34 g) was added. The mixture was evacuated and back-filled with hydrogen with a hydrogen balloon. The mixture was stirred at room temperature for 5 h. The mixture was filtered and washed with methanol (500 ml) and concentrated under vacuum to dryness. The crude product obtained was distilled with IPA (2×100 ml) under reduced pr...